From a dataset of the Open Reaction Database (ORD), a public repository of structured organic reaction records. describe an organic reaction: reactants, conditions, products, and yield Reactants: NCCS(=O)(=O)C (2-aminoethyl-methyl-sulfone), ClC1=NC=CC(=N1)C1=C(N=C(S1)C(C)C)C=1C=C(C=CC1)NS(=O)(=O)C1CC1 (N-{3-[5-(2-chloro-4-pyrimidinyl)-2-(1-methylethyl)-1,3-thiazol-4-yl]phenyl}cyclopropanesulfonamide). Product: CC(C)C=1SC(=C(N1)C=1C=C(C=CC1)NS(=O)(=O)C1CC1)C1=NC(=NC=C1)NCCS(=O)(=O)C (N-{3-[2-(1-Methylethyl)-5-(2-{[2-(methylsulfonyl)ethyl]amino}-4-pyrimidinyl)-1,3-thiazol-4-yl]phenyl}cyclopropanesulfonamide). Reaction SMILES: [NH2:1][CH2:2][CH2:3][S:4]([CH3:7])(=[O:6])=[O:5].Cl[C:9]1[N:14]=[C:13]([C:15]2[S:19][C:18]([CH:20]([CH3:22])[CH3:21])=[N:17][C:16]=2[C:23]2[CH:24]=[C:25]([NH:29][S:30]([CH:33]3[CH2:35][CH2:34]3)(=[O:32])=[O:31])[CH:26]=[CH:27][CH:28]=2)[CH:12]=[CH:11][N:10]=1>>[CH3:22][CH:20]([C:18]1[S:19][C:15]([C:13]2[CH:12]=[CH:11][N:10]=[C:9]([NH:1][CH2:2][CH2:3][S:4]([CH3:7])(=[O:6])=[O:5])[N:14]=2)=[C:16]([C:23]2[CH:24]=[C:25]([NH:29][S:30]([CH:33]3[CH2:34][CH2:35]3)(=[O:32])=[O:31])[CH:26]=[CH:27][CH:28]=2)[N:17]=1)[CH3:21]. Procedure details: Following a procedure analogous to the procedure described in Example 1 using 2-aminoethyl-methyl-sulfone (396 mg, 3.22 mmol) and N-{3-[5-(2-chloro-4-pyrimidinyl)-2-(1-methylethyl)-1,3-thiazol-4-yl]phenyl}cyclopropanesulfonamide (140 mg, 0.322 mmol) the title compound was obtained as a white solid (41 mg, 23% yield). 1H NMR (400 MHz, DMSO-d6) δ ppm 9.84 (s, 1H), 8.17 (d, J=4.0 Hz, 1H), 7.48 (br. s., 1H), 7.37 (s, 2H), 7.33 (s, 1H), 7.27 (d, J=7.5 Hz, 1H), 6.34 (d, J=3.5 Hz, 1H), 3.67 (d, J=5.5 H... Reactants: CCOC(=O)C(CCC(=O)O)NC(=O)OCc1ccccc1, CCOC(=O)C(N)CO, CCN=C=NCCCN(C)C, CC#N. The product is CCOC(=O)C(CO)NC(=O)CCC(NC(=O)OCc1ccccc1)C(=O)OCC. As a reaction SMILES: [CH2:1]([CH3:2])[O:3][C:4]([CH:5]([CH2:6][CH2:7][C:8](=[O:9])[OH:10])[NH:11][C:12](=[O:13])[O:14][CH2:15][c:16]1[cH:17][cH:18][cH:19][cH:20][cH:21]1)=[O:22].[CH2:34]([CH3:35])[O:36][C:37]([CH:38]([NH2:39])[CH2:40][OH:41])=[O:42].[CH3:23][CH2:24][N:25]=[C:26]=[N:27][CH2:28][CH2:29][CH2:30][N:31]([CH3:32])[CH3:33].[CH3:43][C:44]#[N:45]>>[CH2:1]([CH3:2])[O:3][C:4]([CH:5]([CH2:6][CH2:7][C:8](=[O:10])[NH:39][CH:38]([C:37]([O:36][CH2:34][CH3:35])=[O:42])[CH2:40][OH:41])[NH:11][C:12](=[O:13])[O:14][CH2:15][c:16]1[cH:17][cH:18][cH:19][cH:20][cH:21]1)=[O:22]. Reactants: COC1=CC=C(C=C1)C1=NC(=NC=C1)S (4-(4-methoxy-phenyl)-pyrimidine-2-thiol), COC(C1=CC=C(C=C1)CBr)=O (4-bromomethyl-benzoic acid methyl ester). Run in CN(C)C=O (DMF). Conditions: temperature 60 celsius. The product is COC(C1=CC=C(C=C1)CSC1=NC=CC(=N1)C1=CC=C(C=C1)OC)=O (4-[4-(4-Methoxy-phenyl)-pyrimidin-2-ylsulfanylmethyl]-benzoic acid methyl ester). RXN SMILES: [CH3:1][O:2][C:3]1[CH:8]=[CH:7][C:6]([C:9]2[CH:14]=[CH:13][N:12]=[C:11]([SH:15])[N:10]=2)=[CH:5][CH:4]=1.[CH3:16][O:17][C:18](=[O:27])[C:19]1[CH:24]=[CH:23][C:22]([CH2:25]Br)=[CH:21][CH:20]=1>CN(C=O)C>[CH3:16][O:17][C:18](=[O:27])[C:19]1[CH:24]=[CH:23][C:22]([CH2:25][S:15][C:11]2[N:10]=[C:9]([C:6]3[CH:7]=[CH:8][C:3]([O:2][CH3:1])=[CH:4][CH:5]=3)[CH:14]=[CH:13][N:12]=2)=[CH:21][CH:20]=1. Procedure details: To a solution of 4-(4-methoxy-phenyl)-pyrimidine-2-thiol (225a) (1.00 g, 4.58 mmol) in DMF (30 mL) was added 4-bromomethyl-benzoic acid methyl ester (1.05 g, 4.58 mmol). The mixture was heated at 60° C. for 1 h and evaporated to dryness to form the compound 226a, which was used in the next without purification. LRMS=366.4 (calc.), 367.4 (found). The reactants are O=C(O)CCC(=O)c1ccc([N+](=O)[O-])c(OCc2ccccc2)c1, [NH4+], O=S(=O)([O-])[O-], [OH-]. The product is Nc1ccc(C(=O)CCC(=O)O)cc1OCc1ccccc1. RXN SMILES: [CH2:1]([c:2]1[cH:3][cH:4][cH:5][cH:6][cH:7]1)[O:8][c:9]1[cH:10][c:11]([C:12](=[O:13])[CH2:14][CH2:15][C:16](=[O:17])[OH:18])[cH:19][cH:20][c:21]1[N+:22]([O-:23])=[O:24].[NH4+:30].[O-:25][S:26](=[O:27])(=[O:28])[O-:29].[OH-:31]>>[CH2:1]([c:2]1[cH:3][cH:4][cH:5][cH:6][cH:7]1)[O:8][c:9]1[cH:10][c:11]([C:12](=[O:13])[CH2:14][CH2:15][C:16](=[O:17])[OH:18])[cH:19][cH:20][c:21]1[NH2:22].